describe an organic reaction: reactants, conditions, products, and yield From a dataset of the Open Reaction Database (ORD), a public repository of structured organic reaction records. The reactants are OC1=CC=C(C=C1)C1=CC=C(C=C1)C1OCC(CO1)CCCC=C (2-(4'-hydroxy-4-biphenylyl)-5-(4-pentenyl)-m-dioxane), BrCCC[C@H](CC)C ((S)-1-bromo-4-methylhexane), C([O-])([O-])=O.[K+].[K+] (potassium carbonate). Run in CN(C=O)C (N,N-dimethylformamide). Conditions: temperature 60 celsius, time 8 hour. Yields the product C[C@H](CCCOC1=CC=C(C=C1)C1=CC=C(C=C1)[C@@H]1OC[C@H](CO1)CCCC=C)CC ((S)-trans-2-[4'-(4-methylhexyloxy)-4-biphenylyl]-5-(4-pentenyl)-m-dioxane). Reaction SMILES: [OH:1][C:2]1[CH:7]=[CH:6][C:5]([C:8]2[CH:13]=[CH:12][C:11]([CH:14]3[O:19][CH2:18][CH:17]([CH2:20][CH2:21][CH2:22][CH:23]=[CH2:24])[CH2:16][O:15]3)=[CH:10][CH:9]=2)=[CH:4][CH:3]=1.Br[CH2:26][CH2:27][CH2:28][C@@H:29]([CH3:32])[CH2:30][CH3:31].C(=O)([O-])[O-].[K+].[K+]>CN(C)C=O>[CH3:32][C@@H:29]([CH2:30][CH3:31])[CH2:28][CH2:27][CH2:26][O:1][C:2]1[CH:3]=[CH:4][C:5]([C:8]2[CH:13]=[CH:12][C:11]([C@H:14]3[O:15][CH2:16][C@H:17]([CH2:20][CH2:21][CH2:22][CH:23]=[CH2:24])[CH2:18][O:19]3)=[CH:10][CH:9]=2)=[CH:6][CH:7]=1 |f:2.3.4|. Reported procedure: A solution of 0.9 g of 2-(4'-hydroxy-4-biphenylyl)-5-(4-pentenyl)-m-dioxane and 1.25 g of (S)-1-bromo-4-methylhexane in 25 ml of N,N-dimethylformamide was treated with 1.2 g of finely powdered potassium carbonate and the mixture was stirred overnight in an oil bath of 60° C. The suspension was suction filtered and the filtrate was concentrated in a vacuum. A solution of the residue in diethyl ether was washed twice with water, dried over sodium sulphate and concentrated. Chromatography of the cr...